Dataset: the Open Reaction Database (ORD), a public repository of structured organic reaction records. Task: describe an organic reaction: reactants, conditions, products, and yield The reactants are O=C1C=CCCCC1, COC(=O)CC(=O)OC, CC(C)(C)O. The product is COC(=O)C(C(=O)OC)C1CCCCC(=O)C1. RXN SMILES: [C:1]1(=[O:8])[CH:2]=[CH:3][CH2:4][CH2:5][CH2:6][CH2:7]1.[C:9]([CH2:10][C:11](=[O:12])[O:13][CH3:14])(=[O:15])[O:16][CH3:17].[CH3:18][C:19]([OH:20])([CH3:21])[CH3:22]>>[C:1]1(=[O:8])[CH2:2][CH:3]([CH:10]([C:9](=[O:15])[O:16][CH3:17])[C:11](=[O:12])[O:13][CH3:14])[CH2:4][CH2:5][CH2:6][CH2:7]1. Reactants: CS(=O)c1nccc(-c2c(-c3cccc([N+](=O)[O-])c3)nn3ccccc23)n1, CCO, ClCCl, Cl, Nc1ccc2c(c1)OCCO2. The product is O=[N+]([O-])c1cccc(-c2nn3ccccc3c2-c2ccnc(Nc3ccc4c(c3)OCCO4)n2)c1. Reaction SMILES: [CH3:1][S:2](=[O:3])[c:4]1[n:5][cH:6][cH:7][c:8](-[c:10]2[c:11](-[c:19]3[cH:20][c:21]([N+:25](=[O:26])[O-:27])[cH:22][cH:23][cH:24]3)[n:12][n:13]3[c:14]2[cH:15][cH:16][cH:17][cH:18]3)[n:9]1.[CH3:40][CH2:41][OH:42].[Cl:43][CH2:44][Cl:45].[ClH:39].[O:28]1[CH2:29][CH2:30][O:31][c:32]2[c:33]1[cH:34][cH:35][c:36]([NH2:38])[cH:37]2>>[c:4]1([NH:38][c:36]2[cH:35][cH:34][c:33]3[c:32]([cH:37]2)[O:31][CH2:30][CH2:29][O:28]3)[n:5][cH:6][cH:7][c:8](-[c:10]2[c:11](-[c:19]3[cH:20][c:21]([N+:25](=[O:26])[O-:27])[cH:22][cH:23][cH:24]3)[n:12][n:13]3[c:14]2[cH:15][cH:16][cH:17][cH:18]3)[n:9]1. The reactants are C(C)(=O)O[C@H]1[C@H](OC=2C(=NC(=CC2)I)Cl)SC[C@H]([C@@H]1OC(C)=O)OC(C)=O (2-chloro-6-iodo-3-pyridinyl 2,3,4-tri-O-acetyl-5-thio-β-D-xylopyranoside), COC1=NC=CC=C1B(O)O (2-methoxy-3-pyridineboronic acid). Product: C(C)(=O)O[C@H]1[C@H](OC=2C(=NC(=CC2)C=2C(=NC=CC2)OC)Cl)SC[C@H]([C@@H]1OC(C)=O)OC(C)=O (2-Chloro-6-(2-methoxy-3-pyridinyl)-3-pyridinyl 2,3,4-tri-O-acetyl-5-thio-β-D-xylopyranoside), solid. Yield: 40.0%. As a reaction SMILES: [C:1]([O:4][C@@H:5]1[C@@H:19]([O:20][C:21](=[O:23])[CH3:22])[C@H:18]([O:24][C:25](=[O:27])[CH3:26])[CH2:17][S:16][C@H:6]1[O:7][C:8]1[C:9]([Cl:15])=[N:10][C:11](I)=[CH:12][CH:13]=1)(=[O:3])[CH3:2].[CH3:28][O:29][C:30]1[C:35](B(O)O)=[CH:34][CH:33]=[CH:32][N:31]=1>>[C:1]([O:4][C@@H:5]1[C@@H:19]([O:20][C:21](=[O:23])[CH3:22])[C@H:18]([O:24][C:25](=[O:27])[CH3:26])[CH2:17][S:16][C@H:6]1[O:7][C:8]1[C:9]([Cl:15])=[N:10][C:11]([C:35]2[C:30]([O:29][CH3:28])=[N:31][CH:32]=[CH:33][CH:34]=2)=[CH:12][CH:13]=1)(=[O:3])[CH3:2]. Reported procedure: By carrying out the operation analogously to example 1, starting from 2-chloro-6-iodo-3-pyridinyl 2,3,4-tri-O-acetyl-5-thio-β-D-xylopyranoside, obtained according to preparation X, and 2-methoxy-3-pyridineboronic acid, the desired product is obtained in the form of a pink solid (yield=40%). Reactants: E-3. 1,2-dihydro-5-methyl-2-oxo-1,6-naphthyridine-3-carboxylic acid hydrazide, CC1=C2C=C(C(NC2=CC=N1)=O)C(=O)N (1,2-dihydro-5-methyl-2-oxo-1,6-naphthyridine-3-carboxamide), O.NN (hydrazine hydrate), O (water). The solvent is C(C)(=O)O (acetic acid). Product: CC1=C2C=C(C(NC2=CC=N1)=O)C(=O)NN (1,2-dihydro-5-methyl-2-oxo-1,6-naphthyridine-3-carboxylic acid hydrazide). As a reaction SMILES: [CH3:1][C:2]1[N:11]=[CH:10][CH:9]=[C:8]2[C:3]=1[CH:4]=[C:5]([C:13]([NH2:15])=[O:14])[C:6](=[O:12])[NH:7]2.O.[NH2:17]N.O>C(O)(=O)C>[CH3:1][C:2]1[N:11]=[CH:10][CH:9]=[C:8]2[C:3]=1[CH:4]=[C:5]([C:13]([NH:15][NH2:17])=[O:14])[C:6](=[O:12])[NH:7]2 |f:1.2|. Reported procedure: E-3. 1,2-dihydro-5-methyl-2-oxo-1,6-naphthyridine-3-carboxylic acid hydrazide--A mixture containing 34 g of 1,2-dihydro-5-methyl-2-oxo-1,6-naphthyridine-3-carboxamide and 150 ml of hydrazine hydrate was heated on a steam bath for 18 hours and then stripped to dryness on a steam bath. To the residue was added 100 ml of water and the aqueous mixture was neutralized by adding acetic acid. The fine yellow needles were collected, washed successively with water and methanol, and then dried at 90° C. t... The reactants are C1(CCCCC1)P(C1=C(C=CC=C1)C1=CC=CC=C1)C1CCCCC1 (2-(dicyclohexylphosphino)biphenyl), Sodium tert-butylat, Cl.Cl.C1(=CC=CC=C1)C1CCCC2=C1N=C(S2)NC2CCNCC2 ((4-phenyl-4,5,6,7-tetrahydro-benzothiazol-2-yl)-piperidin-4-yl-amine dihydrochloride), C(C)(C)N(C(C)C)CC (N,N-diisopropylethylamine), BrC=1SC(=NN1)C (2-bromo-5-methyl-1,3,4-thiadiazole). The reagents and catalysts are C(C)(=O)[O-].[Pd+2].C(C)(=O)[O-] (Palladium (II) acetate). The solvent is O (water), O1CCOCC1 (dioxane). Conditions: temperature 200 celsius. The product is CC1=NN=C(S1)N1CCC(CC1)NC=1SC2=C(N1)C(CCC2)C2=CC=CC=C2 ([1-(5-Methyl-[1,3,4]thiadiazol-2-yl)-piperidin-4-yl]-(4-phenyl-4,5,6,7-tetrahydro-benzothiazol-2-yl)-amine), solid. The yield is 28.0%. As a reaction SMILES: C1(P(C2CCCCC2)C2C=CC=CC=2C2C=CC=CC=2)CCCCC1.Cl.Cl.[C:28]1([CH:34]2[C:39]3[N:40]=[C:41]([NH:43][CH:44]4[CH2:49][CH2:48][NH:47][CH2:46][CH2:45]4)[S:42][C:38]=3[CH2:37][CH2:36][CH2:35]2)[CH:33]=[CH:32][CH:31]=[CH:30][CH:29]=1.C(N(CC)C(C)C)(C)C.Br[C:60]1[S:61][C:62]([CH3:65])=[N:63][N:64]=1>O1CCOCC1.O.C([O-])(=O)C.[Pd+2].C([O-])(=O)C>[CH3:65][C:62]1[S:61][C:60]([N:47]2[CH2:46][CH2:45][CH:44]([NH:43][C:41]3[S:42][C:38]4[CH2:37][CH2:36][CH2:35][CH:34]([C:28]5[CH:33]=[CH:32][CH:31]=[CH:30][CH:29]=5)[C:39]=4[N:40]=3)[CH2:49][CH2:48]2)=[N:64][N:63]=1 |f:1.2.3,8.9.10|. Reported procedure: Palladium (II) acetate (3.6 mg, 0.016 mmol) and 2-(dicyclohexylphosphino)biphenyl (11.6 mg, 0.032 mmol) were stirred under nitrogen at room temperature in dioxane (1.8 mL) for 10 minutes. Sodium tert-butylat (29 mg, 0.3 mmol), (4-phenyl-4,5,6,7-tetrahydro-benzothiazol-2-yl)-piperidin-4-yl-amine dihydrochloride (77.3 mg, 0.2 mmol), N,N-diisopropylethylamine (69 L, 0.4 mmol) and 2-bromo-5-methyl-1,3,4-thiadiazole (40.2 mg; 0.22 mmol) were added and the reaction was heated to 200° C. for 30 minutes... Reactants: ClC1=NC=CC2=CC3=C(C=C12)OCO3 (1-chloro-6,7-methylenedioxyisoquinoline), OCCCCCN (5-hydroxypentylamine), C([O-])([O-])=O.[Na+].[Na+] (sodium carbonate). The solvent is CO (methanol). The product is OCCCCCNC1=NC=CC2=CC3=C(C=C12)OCO3 (1-(5-hydroxypentyl)amino-6,7-methylenedioxyisoquinoline). RXN SMILES: Cl[C:2]1[C:11]2[C:6](=[CH:7][C:8]3[O:14][CH2:13][O:12][C:9]=3[CH:10]=2)[CH:5]=[CH:4][N:3]=1.[OH:15][CH2:16][CH2:17][CH2:18][CH2:19][CH2:20][NH2:21].C(=O)([O-])[O-].[Na+].[Na+]>CO>[OH:15][CH2:16][CH2:17][CH2:18][CH2:19][CH2:20][NH:21][C:2]1[C:11]2[C:6](=[CH:7][C:8]3[O:14][CH2:13][O:12][C:9]=3[CH:10]=2)[CH:5]=[CH:4][N:3]=1 |f:2.3.4|. Procedure details: A mixture of 1.8 g. of 1-chloro-6,7-methylenedioxyisoquinoline and 5 g. of 5-hydroxypentylamine is heated at 140°C. for 5.5 hours. The resulting material is dissolved in methanol, sodium carbonate added and the resulting mixture refluxed for 15 minutes. The resulting mixture is filtered and evaporated in vacuo to an oil which is dissolved in chloroform. The resulting solution is evaporated in vacuo and the residue purified by chromatography over silica gel. The resulting oily product is then cry... Starting materials: [BH3-]C#N, CCN(C(C)C)C(C)C, CCOc1cc(C=O)ccc1C, CC(=O)O, CCO, O=C1NC(=O)C2(CCNCC2)N1, [Na+]. Product: CCOc1cc(CN2CCC3(CC2)NC(=O)NC3=O)ccc1C. RXN SMILES: [C:38]([BH3-:39])#[N:40].[CH2:17]([N:18]([CH:19]([CH3:20])[CH3:21])[CH:22]([CH3:23])[CH3:24])[CH3:25].[CH2:26]([CH3:27])[O:28][c:29]1[cH:30][c:31]([CH:32]=[O:33])[cH:34][cH:35][c:36]1[CH3:37].[CH3:13][C:14](=[O:15])[OH:16].[CH3:42][CH2:43][OH:44].[NH:1]1[C:2](=[O:12])[NH:3][C:4](=[O:11])[C:5]12[CH2:6][CH2:7][NH:8][CH2:9][CH2:10]2.[Na+:41]>>[NH:1]1[C:2](=[O:12])[NH:3][C:4](=[O:11])[C:5]12[CH2:6][CH2:7][N:8]([CH2:32][c:31]1[cH:30][c:29]([O:28][CH2:26][CH3:27])[c:36]([CH3:37])[cH:35][cH:34]1)[CH2:9][CH2:10]2.